From a dataset of the Open Reaction Database (ORD), a public repository of structured organic reaction records. describe an organic reaction: reactants, conditions, products, and yield RXN SMILES: Br[CH2:2][CH2:3][CH2:4][CH2:5][O:6][C:7]1[CH:12]=[CH:11][C:10]([F:13])=[CH:9][CH:8]=1.[CH3:14][N:15]([CH:19]1[CH2:24][CH2:23][NH:22][CH2:21][CH2:20]1)[C:16](=[O:18])[CH3:17].C(=O)([O-])[O-].[K+].[K+]>CC(C)=O>[CH3:14][N:15]([CH:19]1[CH2:20][CH2:21][N:22]([CH2:2][CH2:3][CH2:4][CH2:5][O:6][C:7]2[CH:12]=[CH:11][C:10]([F:13])=[CH:9][CH:8]=2)[CH2:23][CH2:24]1)[C:16](=[O:18])[CH3:17] |f:2.3.4|. Reactants: BrCCCCOC1=CC=C(C=C1)F (1-Bromo-4-(p-fluorophenoxy)butane), CN(C(C)=O)C1CCNCC1 (N-Methyl-N-(4-piperidyl)acetamide), C([O-])([O-])=O.[K+].[K+] (potassium carbonate). Procedure: A mixture containing 0.1 mole of the compound obtained in stage A, 0.1 mole of the compound obtained in stage C and 0.1 mole of potassium carbonate in 250 cm3 of acetone is heated to reflux. Product: CN(C(C)=O)C1CCN(CC1)CCCCOC1=CC=C(C=C1)F (N-Methyl-N-{1-[4-(p-fluorophenoxy)butyl]-4-piperidyl}acetamide). Run in CC(=O)C (acetone). Starting materials: NC1=C(C=C2C(=C(C=NC2=C1)C#N)NC1=CC(=C(C(=C1)OC)OC)OC)NC(C=C)=O (N-[7-amino-3-cyano-4-(3,4,5-trimethoxyanilino)-6-quinolinyl]acrylamide), NC=1C=C2C(=C(C=NC2=CC1NC(C=C)=O)C#N)NC1=CC(=C(C(=C1)OC)OC)OC (N-[6-amino-3-cyano-4-(3,4,5-trimethoxyanilino)-7-quinolinyl]acrylamide), N1CCOCC1 (morpholine). The solvent is CN(C=O)C (N,N-dimethylformamide). Reaction conditions: time 8 hour. Yields the product NC1=C(C=C2C(=C(C=NC2=C1)C#N)NC1=CC(=C(C(=C1)OC)OC)OC)NC(CCN1CCOCC1)=O (N-[7-amino-3-cyano-4-(3,4,5-trimethoxyanilino)-6-quinolinyl]-3-(4-morpholinyl)propanamide). Isolated yield 98.7%. As a reaction SMILES: [NH2:1][C:2]1[CH:11]=[C:10]2[C:5]([C:6]([NH:14][C:15]3[CH:20]=[C:19]([O:21][CH3:22])[C:18]([O:23][CH3:24])=[C:17]([O:25][CH3:26])[CH:16]=3)=[C:7]([C:12]#[N:13])[CH:8]=[N:9]2)=[CH:4][C:3]=1[NH:27][C:28](=[O:31])[CH:29]=[CH2:30].NC1C=C2C(=CC=1NC(=O)C=C)N=CC(C#N)=C2NC1C=C(OC)C(OC)=C(OC)C=1.[NH:63]1[CH2:68][CH2:67][O:66][CH2:65][CH2:64]1>CN(C)C=O>[NH2:1][C:2]1[CH:11]=[C:10]2[C:5]([C:6]([NH:14][C:15]3[CH:20]=[C:19]([O:21][CH3:22])[C:18]([O:23][CH3:24])=[C:17]([O:25][CH3:26])[CH:16]=3)=[C:7]([C:12]#[N:13])[CH:8]=[N:9]2)=[CH:4][C:3]=1[NH:27][C:28](=[O:31])[CH2:29][CH2:30][N:63]1[CH2:68][CH2:67][O:66][CH2:65][CH2:64]1. Procedure: A mixture of 0.025 g (0.06 mmol) of N-[7-amino-3-cyano-4-(3,4,5-trimethoxyanilino)-6-quinolinyl]acrylamide and N-[6-amino-3-cyano-4-(3,4,5-trimethoxyanilino)-7-quinolinyl]acrylamide and 0.05 mL (6.0 mmol) of morpholine in 0.2 mL of N,N-dimethylformamide is stirred at room temperature overnight and the solvent is evaporated to dryness to yield an oil. The oil is triturated with diethyl ether several times and dried to yield 0.03 g of N-[7-amino-3-cyano-4-(3,4,5-trimethoxyanilino)-6-quinolinyl]-3-... Reactants: CC1(OB(OC1(C)C)C=1C=NNC1)C (4-(4,4,5,5-tetramethyl-[1,3,2]dioxaborolan-2-yl)-1H-pyrazole), ClCCN(CC)CC ((2-chloroethyl)diethylamine), ClCCN(CC)CC ((2-chloroethyl)diethylamine), C(=O)([O-])[O-].[K+].[K+] (K2CO3). Solvent: CN(C)C=O (DMF). Reaction conditions: temperature 140 celsius, time 1.5 hour. Product: C(C)N(CCN1N=CC(=C1)B1OC(C(O1)(C)C)(C)C)CC (N,N-diethyl-2-[4-(4,4,5,5-tetramethyl-1,3,2-dioxaborolan-2-yl)-1H-pyrazol-1-yl]ethanamine). Yield: 13.6%. RXN SMILES: [CH3:1][C:2]1([CH3:14])[C:6]([CH3:8])([CH3:7])[O:5][B:4]([C:9]2[CH:10]=[N:11][NH:12][CH:13]=2)[O:3]1.Cl[CH2:16][CH2:17][N:18]([CH2:21][CH3:22])[CH2:19][CH3:20].C([O-])([O-])=O.[K+].[K+]>CN(C=O)C>[CH2:17]([N:18]([CH2:21][CH3:22])[CH2:19][CH2:20][N:12]1[CH:13]=[C:9]([B:4]2[O:5][C:6]([CH3:7])([CH3:8])[C:2]([CH3:14])([CH3:1])[O:3]2)[CH:10]=[N:11]1)[CH3:16] |f:2.3.4|. Procedure details: To a solution of 4-(4,4,5,5-tetramethyl-[1,3,2]dioxaborolan-2-yl)-1H-pyrazole (500 mg, 2.5 mmol) in DMF (10 mL) was added (2-chloroethyl)diethylamine (Compound 175B, 0.6 g, 4 mmol) and K2CO3 (1.38 g, 10 mmol). The reaction mixture was stirred at 140° C. for 1.5 h in a microwave reactor, then concentrated, residue was purified by HPLC to afford 100 mg of the title compound (yield: 12%). 1H NMR (DMSO-d6, 400 MHz): δ=1.1-1.2 (m, 9 H), 1.25 (s, 12 Starting materials: OC1=C(C=CC=C1)C1=NN(C(=N1)C1=C(C=CC=C1)O)CC(=O)OCC (Ethyl [3,5bis(2-hydroxyphenyl)-[1,2,4]triazol-1-yl]acetate), NCCN1CCOCC1 (4-(2-aminoethyl)morpholine). Solvent: O1CCCC1 (tetrahydrofuran). Product: OC1=C(C=CC=C1)C1=NN(C(=N1)C1=C(C=CC=C1)O)CC(=O)NCCN1CCOCC1 (2-[3,5-Bis(2-hydroxyphenyl)-[1,2,4]triazol-1-yl]-N-(2-morpholin-4-yl-ethyl)-acetamide). As a reaction SMILES: [OH:1][C:2]1[CH:7]=[CH:6][CH:5]=[CH:4][C:3]=1[C:8]1[N:12]=[C:11]([C:13]2[CH:18]=[CH:17][CH:16]=[CH:15][C:14]=2[OH:19])[N:10]([CH2:20][C:21](OCC)=[O:22])[N:9]=1.[NH2:26][CH2:27][CH2:28][N:29]1[CH2:34][CH2:33][O:32][CH2:31][CH2:30]1>O1CCCC1>[OH:1][C:2]1[CH:7]=[CH:6][CH:5]=[CH:4][C:3]=1[C:8]1[N:12]=[C:11]([C:13]2[CH:18]=[CH:17][CH:16]=[CH:15][C:14]=2[OH:19])[N:10]([CH2:20][C:21]([NH:26][CH2:27][CH2:28][N:29]2[CH2:34][CH2:33][O:32][CH2:31][CH2:30]2)=[O:22])[N:9]=1. Reported procedure: 5.0 g of ethyl [3,5-bis(2-hydroxyphenyl)-[1,2,4]triazol-1-yl]acetate (Example 2) and 2.9 ml of 4-(2-aminoethyl)morpholine are boiled under reflux for 18 h in 50 ml of tetrahydrofuran. The mixture is cooled, poured onto water and extracted with ethyl acetate. The combined organic phases are dried over sodium sulfate and concentrated on a rotary evaporator. The residue is crystallized from isopropanol. After drying, 2-[3,5-bis(2-hydroxyphenyl)-[1,2,4]triazol-1-yl]-N-(2-morpholin-4yl-ethyl)acetamid... The reactants are ClC1=C(C(=O)O)C=CC=C1Cl (2,3-dichlorobenzoic acid), ClC1CCN(CC1)C(CN)C=1C=NC(=NC1)C (2-(4-chloropiperidin-1-yl)-2-(2-methylpyrimidin-5-yl)ethanamine). Yields the product ClC1=C(C(=O)NCC(C=2C=NC(=NC2)C)N2CCC(CC2)Cl)C=CC=C1Cl (2,3-dichloro-N-(2-(4-chloropiperidin-1-yl)-2-(2-methylpyrimidin-5-yl)ethyl)benzamide). As a reaction SMILES: [Cl:1][C:2]1[C:10]([Cl:11])=[CH:9][CH:8]=[CH:7][C:3]=1[C:4]([OH:6])=O.[Cl:12][CH:13]1[CH2:18][CH2:17][N:16]([CH:19]([C:22]2[CH:23]=[N:24][C:25]([CH3:28])=[N:26][CH:27]=2)[CH2:20][NH2:21])[CH2:15][CH2:14]1>>[Cl:1][C:2]1[C:10]([Cl:11])=[CH:9][CH:8]=[CH:7][C:3]=1[C:4]([NH:21][CH2:20][CH:19]([N:16]1[CH2:15][CH2:14][CH:13]([Cl:12])[CH2:18][CH2:17]1)[C:22]1[CH:23]=[N:24][C:25]([CH3:28])=[N:26][CH:27]=1)=[O:6]. Procedure details: From 2,3-dichlorobenzoic acid and 2-(4-chloropiperidin-1-yl)-2-(2-methylpyrimidin-5-yl)ethanamine. Starting materials: BrC=1C=C2C=C(C(=NC2=CC1)Cl)C(=O)O (6-bromo-2-chloroquinoline-3-carboxylic acid), NC(C(=O)O)CC1=CC=C(C=C1)OC1=NC=C(C=C1)Br (2-amino-3-[4-(5-bromo-pyridin-2-yloxy)-phenyl]-propionic acid). Product: BrC=1C=C2C=C(C(=NC2=CC1)NC(CC1=CC=C(C=C1)OC1=NC=C(C=C1)Br)C(=O)O)C(=O)O (6-Bromo-2-{2-[4-(5-bromo-pyridin-2-yloxy)-phenyl]-1-carboxy-ethylamino}-quinoline-3-carboxylic acid). Reaction SMILES: [Br:1][C:2]1[CH:3]=[C:4]2[C:9](=[CH:10][CH:11]=1)[N:8]=[C:7](Cl)[C:6]([C:13]([OH:15])=[O:14])=[CH:5]2.[NH2:16][CH:17]([CH2:21][C:22]1[CH:27]=[CH:26][C:25]([O:28][C:29]2[CH:34]=[CH:33][C:32]([Br:35])=[CH:31][N:30]=2)=[CH:24][CH:23]=1)[C:18]([OH:20])=[O:19]>>[Br:1][C:2]1[CH:3]=[C:4]2[C:9](=[CH:10][CH:11]=1)[N:8]=[C:7]([NH:16][CH:17]([C:18]([OH:20])=[O:19])[CH2:21][C:22]1[CH:23]=[CH:24][C:25]([O:28][C:29]3[CH:34]=[CH:33][C:32]([Br:35])=[CH:31][N:30]=3)=[CH:26][CH:27]=1)[C:6]([C:13]([OH:15])=[O:14])=[CH:5]2. Reported procedure: In close analogy to the procedure described in Example 109c, 6-bromo-2-chloroquinoline-3-carboxylic acid is reacted with 2-amino-3-[4-(5-bromo-pyridin-2-yloxy)-phenyl]-propionic acid (prepared by analogy to Example 109a,b) to provide the title compound in moderate yield. Starting materials: product, [Mg] (magnesium), CSCCC(C)=O (methylmercaptobutane-3-one), CCOCC (ether), mercuric chloride, C(C#C)Br (propargyl bromide), CCOCC (ether). Run at time 35 minute. Product: OC(CC#C)(CCSC)C (4-Hydroxy-4-methyl-7-thia-1-octyne). As a reaction SMILES: [Mg].[CH2:2](Br)[C:3]#C.[CH3:6][S:7][CH2:8][CH2:9][C:10](=[O:12])[CH3:11].[CH3:13]COCC>>[OH:12][C:10]([CH3:13])([CH2:9][CH2:8][S:7][CH3:6])[CH2:11][C:2]#[CH:3]. Procedure details: To a stirred mixture of 6.6 g. (0.275 moles) of magnesium and 116 mg. of mercuric chloride in 35 ml. of ether is added, dropwise under argon atmosphere, 35.2 g. of propargyl bromide (80% solution in toluene) and 25 g. (0.21 moles) of methylmercaptobutane-3-one [D. B. Reisner, J. Am. Chem. Soc., 78, 2132 (1956)] in 100 ml. of ether at a rate to maintain gentle refluxing. After stirring at the reflux temperature for 35 minutes, the cooled mixture is quenched by dropwise addition of 140 ml. of satu...